This data is from the Open Reaction Database (ORD), a public repository of structured organic reaction records. The task is: describe an organic reaction: reactants, conditions, products, and yield Starting materials: FC(C(=O)O)(F)F (Trifluoroacetic acid), ClC1=CC=C(C=C1)[C@@H]([C@H](CCC)C1=CC=C(C(=O)NCCC(=O)OCC)C=C1)O (Ethyl N-(4-{(1R)-1-[(R)-(4-chlorophenyl)(hydroxy)methyl]butyl}benzoyl)-β-alaninate), COC1=CC2=CC=CC=C2C=C1 (2-methoxynaphthalene). Run at time 8 hour. The product is ClC1=CC=C(C=C1)C([C@H](CCC)C1=CC=C(C(=O)NCCC(=O)OCC)C=C1)C1=CC2=CC=C(C=C2C=C1)OC (Ethyl N-(4-{(1S)-1-[(4-chlorophenyl)(6-methoxy-2-naphthyl)methy]butyl}benzoyl)-β-alaninate). RXN SMILES: FC(F)(F)C(O)=O.[Cl:8][C:9]1[CH:14]=[CH:13][C:12]([C@H:15](O)[C@@H:16]([C:20]2[CH:35]=[CH:34][C:23]([C:24]([NH:26][CH2:27][CH2:28][C:29]([O:31][CH2:32][CH3:33])=[O:30])=[O:25])=[CH:22][CH:21]=2)[CH2:17][CH2:18][CH3:19])=[CH:11][CH:10]=1.[CH3:37][O:38][C:39]1[CH:48]=[CH:47][C:46]2[C:41](=[CH:42][CH:43]=[CH:44][CH:45]=2)[CH:40]=1>>[Cl:8][C:9]1[CH:14]=[CH:13][C:12]([CH:15]([C:44]2[CH:43]=[CH:42][C:41]3[C:46](=[CH:47][CH:48]=[C:39]([O:38][CH3:37])[CH:40]=3)[CH:45]=2)[C@@H:16]([C:20]2[CH:35]=[CH:34][C:23]([C:24]([NH:26][CH2:27][CH2:28][C:29]([O:31][CH2:32][CH3:33])=[O:30])=[O:25])=[CH:22][CH:21]=2)[CH2:17][CH2:18][CH3:19])=[CH:11][CH:10]=1. Procedure: Trifluoroacetic acid (5 mL) was added to ethyl N-(4-{(1R)-1-[(R)-(4-chlorophenyl)(hydroxy)methyl]butyl}benzoyl)-β-alaninate (EXAMPLE 1, Step A, 600 mg, 1.436 mmol) and 2-methoxynaphthalene (341 mg, 2.15 mmol). The solution was stirred overnight at RT, then the solvent was evaporated and the residue was purified by PTLC to afford the major diastereomer of the title compound. LC2 2.85 min. [M+H]+ 558.